This data is from the Open Reaction Database (ORD), a public repository of structured organic reaction records. The task is: describe an organic reaction: reactants, conditions, products, and yield The reactants are C(#N)C1=C(C=NC(=C1)C(C)(C)C)O (4-cyano-6-(1,1-dimethylethyl)-3-pyridinol), Cl (hydrochloric acid). Reagents/catalysts: [Pd] (palladium on charcoal). The solvent is CO (methanol). Product: Cl.Cl.NCC1=C(C=NC(=C1)C(C)(C)C)O (4-aminomethyl-6-(1,1-dimethylethyl)-3-pyridinol dihydrochloride). As a reaction SMILES: [C:1]([C:3]1[CH:8]=[C:7]([C:9]([CH3:12])([CH3:11])[CH3:10])[N:6]=[CH:5][C:4]=1[OH:13])#[N:2].[ClH:14]>CO.[Pd]>[ClH:14].[ClH:14].[NH2:2][CH2:1][C:3]1[CH:8]=[C:7]([C:9]([CH3:11])([CH3:10])[CH3:12])[N:6]=[CH:5][C:4]=1[OH:13] |f:4.5.6|. Reported procedure: A solution of 4-cyano-6-(1,1-dimethylethyl)-3-pyridinol (5.7 g., 0.032 mole) in methanol -- 12N hydrochloric acid (30:1; v:v; 310 ml.) is hydrogenated in the presence of 10% palladium on charcoal (1 g.) in a Parr apparatus at 25° C. and 40-45 p.s.i. pressure until the theoretical quantity of hydrogen has been consumed. Then the hydrogenation mixture is filtered and the collected catalyst, washed with ethanol. Evaporation (in vacuo) of the combined filtrate and washings leaves the 4-aminomethyl-6... The reactants are O=C(CN(C1=C(C=CC=C1C)Cl)S(=O)(=O)C)C (N-(2-oxopropyl)-2'-chloro-6'-methyl-methanesulphonanilide), C1(=CC=C(C=C1)S(=O)(=O)O)C (4-toluenesulphonic acid), C([O-])(O)=O.[Na+] (sodium bicarbonate), C(OC)(OC)OC (trimethyl orthoformate). The solvent is CO (methanol). Conditions: time 24 hour. Product: COC(CN(C1=C(C=CC=C1C)Cl)S(=O)(=O)C)(C)OC (N-(2,2-dimethoxypropyl)-2'-chloro-6'-methyl-methanesulphonanilide). As a reaction SMILES: [O:1]=[C:2]([CH3:17])[CH2:3][N:4]([S:13]([CH3:16])(=[O:15])=[O:14])[C:5]1[C:10]([CH3:11])=[CH:9][CH:8]=[CH:7][C:6]=1[Cl:12].C1(C)C=CC(S(O)(=O)=O)=CC=1.[CH:29](OC)(OC)[O:30]C.[C:36](=O)(O)[O-].[Na+]>CO>[CH3:36][O:1][C:2]([O:30][CH3:29])([CH3:17])[CH2:3][N:4]([S:13]([CH3:16])(=[O:15])=[O:14])[C:5]1[C:10]([CH3:11])=[CH:9][CH:8]=[CH:7][C:6]=1[Cl:12] |f:3.4|. Reported procedure: To a solution of N-(2-oxopropyl)-2'-chloro-6'-methyl-methanesulphonanilide (5.7 g) in methanol (80 ml) was added 4-toluenesulphonic acid (0.2 g), followed by trimethyl orthoformate (6.65 ml). The mixture was stirred at room temperature for 24 hours, then allowed to stand for 6 days. The solution was poured into dilute sodium bicarbonate solution, and the precipitated solid was collected by filtration, washed with water, and dried to give an off-white coloured solid of melting point 84°. Yield 6....